This data is from the Open Reaction Database (ORD), a public repository of structured organic reaction records. The task is: describe an organic reaction: reactants, conditions, products, and yield Reactants: CCCCCC (hexane), N1(CCC(CC1)C(=O)OCC)C(=O)OC(C)(C)C (1-tert-butyl 4-ethyl piperidine-1,4-dicarboxylate), CS(=O)(=O)Cl (methanesulfonyl chloride), [Li+].CC(C)[N-]C(C)C (LDA). Solvent: C1CCOC1 (THF). Run at time 45 minute. The product is CS(=O)(=O)C1(CCN(CC1)C(=O)OC(C)(C)C)C(=O)OCC (1-tert-Butyl 4-ethyl 4-(methylsulfonyl)piperidine-1,4-dicarboxylate). Isolated yield 7.7%. RXN SMILES: [N:1]1([C:12]([O:14][C:15]([CH3:18])([CH3:17])[CH3:16])=[O:13])[CH2:6][CH2:5][CH:4]([C:7]([O:9][CH2:10][CH3:11])=[O:8])[CH2:3][CH2:2]1.[Li+].CC([N-]C(C)C)C.[CH3:27][S:28](Cl)(=[O:30])=[O:29].CCCCCC>C1COCC1>[CH3:27][S:28]([C:4]1([C:7]([O:9][CH2:10][CH3:11])=[O:8])[CH2:3][CH2:2][N:1]([C:12]([O:14][C:15]([CH3:17])([CH3:16])[CH3:18])=[O:13])[CH2:6][CH2:5]1)(=[O:30])=[O:29] |f:1.2|. Procedure details: A solution of 1-tert-butyl 4-ethyl piperidine-1,4-dicarboxylate (2 g, 7.78 mmol) in THF (25 mL) was cooled to −78° C. followed by dropwise addition of LDA (1.8 M in THF, 8.8 mL, 15.56 mmol) and was stirred at the same temperature for 45 minutes followed by addition of methanesulfonyl chloride (1.3 g, 11.67 mmol) at −78° C. The temperature of the reaction was slowly raised to rt and left to stir for 6 h. The reaction was then cooled to 0° C. and quenched by drop wise addition of saturated NH4Cl s... Starting materials: FC(F)(F)c1ccc(I)c(CBr)c1, C1CCOC1, CC1NC(=O)OC1c1cc(C(F)(F)F)cc(C(F)(F)F)c1, [H-], [Na+]. Yields the product CC1C(c2cc(C(F)(F)F)cc(C(F)(F)F)c2)OC(=O)N1Cc1cc(C(F)(F)F)ccc1I. RXN SMILES: [Br:24][CH2:25][c:26]1[c:27]([I:36])[cH:28][cH:29][c:30]([C:32]([F:33])([F:34])[F:35])[cH:31]1.[CH2:37]1[O:38][CH2:39][CH2:40][CH2:41]1.[F:3][C:4]([c:5]1[cH:6][c:7]([CH:15]2[CH:16]([CH3:21])[NH:17][C:18](=[O:20])[O:19]2)[cH:8][c:9]([C:11]([F:12])([F:13])[F:14])[cH:10]1)([F:22])[F:23].[H-:1].[Na+:2]>>[F:3][C:4]([c:5]1[cH:6][c:7]([CH:15]2[CH:16]([CH3:21])[N:17]([CH2:25][c:26]3[c:27]([I:36])[cH:28][cH:29][c:30]([C:32]([F:33])([F:34])[F:35])[cH:31]3)[C:18](=[O:20])[O:19]2)[cH:8][c:9]([C:11]([F:12])([F:13])[F:14])[cH:10]1)([F:22])[F:23]. The reactants are CCCP(=O)(O)O, CCN(C(C)C)C(C)C, Cc1cc(C(=O)O)ccn1, CCOC(C)=O, C1CCOC1, Nc1ccn2cc(-c3ccccc3)nc2n1. Product: Cc1cc(C(=O)Nc2ccn3cc(-c4ccccc4)nc3n2)ccn1. Reaction SMILES: [CH2:27]([P:28]([OH:29])([OH:30])=[O:31])[CH2:32][CH3:33].[CH2:34]([N:35]([CH:36]([CH3:37])[CH3:38])[CH:39]([CH3:40])[CH3:41])[CH3:42].[CH3:17][c:18]1[cH:19][c:20]([C:21](=[O:22])[OH:23])[cH:24][cH:25][n:26]1.[CH3:48][CH2:49][O:50][C:51](=[O:52])[CH3:53].[O:43]1[CH2:44][CH2:45][CH2:46][CH2:47]1.[c:1]1(-[c:7]2[n:8][c:9]3[n:10]([cH:11][cH:12][c:13]([NH2:15])[n:14]3)[cH:16]2)[cH:2][cH:3][cH:4][cH:5][cH:6]1>>[c:1]1(-[c:7]2[n:8][c:9]3[n:10]([cH:11][cH:12][c:13]([NH:15][C:21]([c:20]4[cH:19][c:18]([CH3:17])[n:26][cH:25][cH:24]4)=[O:22])[n:14]3)[cH:16]2)[cH:2][cH:3][cH:4][cH:5][cH:6]1.